This data is from the Open Reaction Database (ORD), a public repository of structured organic reaction records. The task is: describe an organic reaction: reactants, conditions, products, and yield The reactants are C(C)OC(CCCOC1=C(C(=CC=C1)CCCCCCOC=1C=C(C=C(C1)COCC)C1=CC=C(C=C1)S(=O)(=O)C)CCC(=O)OCC)=O (4-{2-(2-ethoxycarbonyl-ethyl)-3-[6-(5-ethoxymethyl-4′-methanesulfonyl-biphenyl-3-yloxy)-hexyl]-phenoxy}-butyric acid ethyl ester), [OH-].[Na+] (sodium hydroxide). Yields the product C(=O)(O)CCC1=C(OCCCC(=O)O)C=CC=C1CCCCCCOC=1C=C(C=C(C1)COCC)C1=CC=C(C=C1)S(=O)(=O)C (4-[2-(2-carboxy-ethyl)-3-[6-(5-ethoxymethyl-4′-methanesulfonyl-biphenyl-3-yloxy)-hexyl]-phenoxy]-butyric acid). The yield is 96.9%. As a reaction SMILES: C([O:3][C:4](=[O:49])[CH2:5][CH2:6][CH2:7][O:8][C:9]1[CH:14]=[CH:13][CH:12]=[C:11]([CH2:15][CH2:16][CH2:17][CH2:18][CH2:19][CH2:20][O:21][C:22]2[CH:23]=[C:24]([C:32]3[CH:37]=[CH:36][C:35]([S:38]([CH3:41])(=[O:40])=[O:39])=[CH:34][CH:33]=3)[CH:25]=[C:26]([CH2:28][O:29][CH2:30][CH3:31])[CH:27]=2)[C:10]=1[CH2:42][CH2:43][C:44]([O:46]CC)=[O:45])C.[OH-].[Na+]>>[C:44]([CH2:43][CH2:42][C:10]1[C:11]([CH2:15][CH2:16][CH2:17][CH2:18][CH2:19][CH2:20][O:21][C:22]2[CH:23]=[C:24]([C:32]3[CH:37]=[CH:36][C:35]([S:38]([CH3:41])(=[O:39])=[O:40])=[CH:34][CH:33]=3)[CH:25]=[C:26]([CH2:28][O:29][CH2:30][CH3:31])[CH:27]=2)=[CH:12][CH:13]=[CH:14][C:9]=1[O:8][CH2:7][CH2:6][CH2:5][C:4]([OH:49])=[O:3])([OH:46])=[O:45] |f:1.2|. Procedure details: A similar procedure as described in Example 24, step 2 was used, starting from 4-{2-(2-ethoxycarbonyl-ethyl)-3-[6-(5-ethoxymethyl-4′-methanesulfonyl-biphenyl-3-yloxy)-hexyl]-phenoxy}-butyric acid ethyl ester (101 mg, 0.145 mmol) and 1.0 N aqueous sodium hydroxide (1.5 mL) to afford 4-[2-(2-carboxy-ethyl)-3-[6-(5-ethoxymethyl-4′-methanesulfonyl-biphenyl-3-yloxy)-hexyl]-phenoxy]-butyric acid (90 mg, 97%) as a white solid: ES(+)-HRMS m/e calcd for C35H44O9S (M+Na)+ 663.2598. found 663.2594.